This data is from the Open Reaction Database (ORD), a public repository of structured organic reaction records. The task is: describe an organic reaction: reactants, conditions, products, and yield Starting materials: BrC1=C2COC(=O)C2=CC(=C1)NC(C(CC(C)(C1=CC=CC=C1)C)=O)=O (4-bromo-6-(4-methyl-2-oxo-4-phenyl-valeroylamino)-phthalide), NC=1C=CC2=C(C(=NOC2=O)C)C1 (6-amino-4-methyl-2,3-benzoxazin-1-one), C1(=CC=CC=C1)C1(CC1)CC(C(=O)O)=O (3-(1-phenyl-cyclopropyl)-2-oxo-propionic acid). Yields the product C1(=CC=CC=C1)C1(CC1)CC(C(=O)NC=1C=CC2=C(C(=NOC2=O)C)C1)=O (6-[3-(1-Phenyl-cyclopropyl)-2-oxo-propionylamino]-4-methyl-2,3-benzoxazin-1-one). As a reaction SMILES: BrC1C=C(N[C:13](=[O:26])[C:14](=[O:25])[CH2:15][C:16]([CH3:24])([C:18]2[CH:23]=[CH:22][CH:21]=[CH:20][CH:19]=2)[CH3:17])C=C2C=1COC2=O.[NH2:27][C:28]1[CH:29]=[CH:30][C:31]2[C:36](=[O:37])[O:35][N:34]=[C:33]([CH3:38])[C:32]=2[CH:39]=1.C1(C2(CC(=O)C(O)=O)CC2)C=CC=CC=1>>[C:18]1([C:16]2([CH2:15][C:14](=[O:25])[C:13]([NH:27][C:28]3[CH:29]=[CH:30][C:31]4[C:36](=[O:37])[O:35][N:34]=[C:33]([CH3:38])[C:32]=4[CH:39]=3)=[O:26])[CH2:17][CH2:24]2)[CH:19]=[CH:20][CH:21]=[CH:22][CH:23]=1. Procedure details: was obtained analogously to the process that is described for 4-bromo-6-(4-methyl-2-oxo-4-phenyl-valeroylamino)-phthalide from 6-amino-4-methyl-2,3-benzoxazin-1-one and 3-(1-phenyl-cyclopropyl)-2-oxo-propionic acid, melting point 197-200° C. Starting materials: C(=O)(C(F)(F)F)O (TFA), C1(=CC=CC=C1)S(=O)CC=1C=CN2N=CN=C(C21)NC2=CC(=C(C=C2)OCC2=CC(=CC=C2)F)Cl ((5-benzenesulfinylmethyl-pyrrolo[2,1-f][1,2,4]triazin-4-yl)-[3-chloro-4-(3-fluoro-benzyloxy)-phenyl]-amine), NC1(CCNCC1)C (4-amino-4-methylpiperidine), NC1CCN(CC1)CC=1C=CN2N=CN=C(C21)NC2=CC(=C(C=C2)OCC2=CC(=CC=C2)F)Cl ([5-(4-Amino-piperidin-1-ylmethyl)-pyrrolo[2,1-f][1,2,4]triazin-4-yl]-[3-chloro-4-(3-fluoro-benzyloxy)-phenyl]-amine). The solvent is CO (methanol). The product is NC1(CCN(CC1)CC=1C=CN2N=CN=C(C21)NC2=CC(=C(C=C2)OCC2=CC(=CC=C2)F)Cl)C ([5-(4-Amino-4-methyl-piperidin-1-ylmethyl)-pyrrolo[2,1-f][1,2,4]triazin-4-yl]-[3-chloro-4-(3-fluoro-benzyloxy)-phenyl]-amine). Reaction SMILES: C1(S([CH2:9][C:10]2[CH:11]=[CH:12][N:13]3[C:18]=2[C:17]([NH:19][C:20]2[CH:25]=[CH:24][C:23]([O:26][CH2:27][C:28]4[CH:33]=[CH:32][CH:31]=[C:30]([F:34])[CH:29]=4)=[C:22]([Cl:35])[CH:21]=2)=[N:16][CH:15]=[N:14]3)=O)C=CC=CC=1.[NH2:36][C:37]1([CH3:43])[CH2:42][CH2:41][NH:40][CH2:39][CH2:38]1.NC1CCN(CC2C=CN3C=2C(NC2C=CC(OCC4C=CC=C(F)C=4)=C(Cl)C=2)=NC=N3)CC1.C(O)(C(F)(F)F)=O>CO>[NH2:36][C:37]1([CH3:43])[CH2:42][CH2:41][N:40]([CH2:9][C:10]2[CH:11]=[CH:12][N:13]3[C:18]=2[C:17]([NH:19][C:20]2[CH:25]=[CH:24][C:23]([O:26][CH2:27][C:28]4[CH:33]=[CH:32][CH:31]=[C:30]([F:34])[CH:29]=4)=[C:22]([Cl:35])[CH:21]=2)=[N:16][CH:15]=[N:14]3)[CH2:39][CH2:38]1. Procedure details: The title compound was prepared from 7B and excess 4-amino-4-methylpiperidine (WO 9732880) by a route analogous to that used for the preparation of 7C. Analytical HPLC retention time=1.43 min. (YMC Xterra S7 C 18, 3.0×50 mm column, 10–90% aqueous methanol over 2 minutes containing 0.1% TFA, 5 mL/min, monitoring at 220 nm) and a LC/MS M++1=495. Reactants: [BH3-]C#N, CO, CCCC=O, Nc1ccc(Nc2ncc(Br)c(NCCc3cnc[nH]3)n2)cc1, [Na+]. Product: CCCCNc1ccc(Nc2ncc(Br)c(NCCc3cnc[nH]3)n2)cc1. Reaction SMILES: [C:29]([BH3-:30])#[N:31].[CH3:33][OH:34].[CH:24]([CH2:25][CH2:26][CH3:27])=[O:28].[NH2:1][c:2]1[cH:3][cH:4][c:5]([NH:8][c:9]2[n:10][cH:11][c:12]([Br:23])[c:13]([NH:15][CH2:16][CH2:17][c:18]3[nH:19][cH:20][n:21][cH:22]3)[n:14]2)[cH:6][cH:7]1.[Na+:32]>>[NH:1]([c:2]1[cH:3][cH:4][c:5]([NH:8][c:9]2[n:10][cH:11][c:12]([Br:23])[c:13]([NH:15][CH2:16][CH2:17][c:18]3[nH:19][cH:20][n:21][cH:22]3)[n:14]2)[cH:6][cH:7]1)[CH2:24][CH2:25][CH2:26][CH3:27]. Product: C(C1=CC=CC=C1)OC(=O)NC(=N)C=1C=CC2=C(C=C(O2)C(=O)N[C@@H]2CC[C@H](CC2)N(CCCC)CC(=O)OC(C)(C)C)C1 (t-butyl trans-[4-[[5-(benzyloxycarbonylamidino)-2-benzofuranyl)carbonylamino)cyclohexyl-N-n-butylamino]acetate). The yield is 75.6%. Procedure details: In the same manner as in Example 15 (3), 5-(benzyloxycarbonylamidino)-2-benzofurancarboxylic acid (785 mg, 2.32 mmol) and t-butyl trans-(4-aminocyclohexyl-N-n-butylamino)acetate (680 mg, 2.32 mmol) were condensed and purified by silica gel column chromatography (n-hexane/ethyl acetate=1/1-1/4) to give 1.06 g of t-butyl trans-[4-[[5-(benzyloxycarbonylamidino)-2-benzofuranyl)carbonylamino)cyclohexyl-N-n-butylamino]acetate as a colorless solid (75%). As a reaction SMILES: [CH2:1]([O:8][C:9]([NH:11][C:12]([C:14]1[CH:15]=[CH:16][C:17]2[O:21][C:20]([C:22]([OH:24])=O)=[CH:19][C:18]=2[CH:25]=1)=[NH:13])=[O:10])[C:2]1[CH:7]=[CH:6][CH:5]=[CH:4][CH:3]=1.[NH2:26][C@H:27]1[CH2:32][CH2:31][C@H:30]([N:33]([CH2:38][C:39]([O:41][C:42]([CH3:45])([CH3:44])[CH3:43])=[O:40])[CH2:34][CH2:35][CH2:36][CH3:37])[CH2:29][CH2:28]1>>[CH2:1]([O:8][C:9]([NH:11][C:12]([C:14]1[CH:15]=[CH:16][C:17]2[O:21][C:20]([C:22]([NH:26][C@H:27]3[CH2:28][CH2:29][C@H:30]([N:33]([CH2:38][C:39]([O:41][C:42]([CH3:43])([CH3:45])[CH3:44])=[O:40])[CH2:34][CH2:35][CH2:36][CH3:37])[CH2:31][CH2:32]3)=[O:24])=[CH:19][C:18]=2[CH:25]=1)=[NH:13])=[O:10])[C:2]1[CH:3]=[CH:4][CH:5]=[CH:6][CH:7]=1. Starting materials: Example 15 ( 3 ), C(C1=CC=CC=C1)OC(=O)NC(=N)C=1C=CC2=C(C=C(O2)C(=O)O)C1 (5-(benzyloxycarbonylamidino)-2-benzofurancarboxylic acid), N[C@@H]1CC[C@H](CC1)N(CCCC)CC(=O)OC(C)(C)C (t-butyl trans-(4-aminocyclohexyl-N-n-butylamino)acetate). Starting materials: N[C@@H](CC1=CC=C(C=C1)O)C(=O)O (L-tyrosine), O=S(Cl)Cl (SOCl2), CO (CH3OH). Product: COC([C@@H](N)CC1=CC=C(C=C1)O)=O (L-tyrosine methyl ester). Isolated yield 100.0%. Reaction SMILES: [NH2:1][C@H:2]([C:11]([OH:13])=[O:12])[CH2:3][C:4]1[CH:9]=[CH:8][C:7]([OH:10])=[CH:6][CH:5]=1.O=S(Cl)Cl.[CH3:18]O>>[CH3:18][O:12][C:11](=[O:13])[C@H:2]([CH2:3][C:4]1[CH:5]=[CH:6][C:7]([OH:10])=[CH:8][CH:9]=1)[NH2:1]. Procedure: To a solution of L-tyrosine (45.3 g, 0.25 mol) in CH3OH (680 mL), SOCl2 (44.6 g, 0.375 mol) was added dropwise at 0° C. After addition, the mixture was allowed to warm to rt and then refluxed for overnight. The reaction mixture was concentrated to give L-tyrosine methyl ester (49.2 g, 100%), which was used in the next step without purification. The reactants are CO, Cl, CC(C)[Si](Sc1ccc2ccn(CC(F)(F)F)c(=O)c2c1)(C(C)C)C(C)C, C1CCOC1. Yields the product O=c1c2cc(S)ccc2ccn1CC(F)(F)F. RXN SMILES: [CH3:29][OH:30].[ClH:28].[F:1][C:2]([CH2:3][n:4]1[c:5](=[O:25])[c:6]2[cH:7][c:8]([S:14][Si:15]([CH:16]([CH3:17])[CH3:18])([CH:19]([CH3:20])[CH3:21])[CH:22]([CH3:23])[CH3:24])[cH:9][cH:10][c:11]2[cH:12][cH:13]1)([F:26])[F:27].[O:31]1[CH2:32][CH2:33][CH2:34][CH2:35]1>>[F:1][C:2]([CH2:3][n:4]1[c:5](=[O:25])[c:6]2[cH:7][c:8]([SH:14])[cH:9][cH:10][c:11]2[cH:12][cH:13]1)([F:26])[F:27]. Starting materials: CO, CC1(C)OCC=CCO1, N#Cc1ccccc1, [Na+], [Na+], O=C([O-])[O-], OO. Product: CC1(C)OCC2OC2CO1. Reaction SMILES: [CH3:26][OH:27].[CH3:7][C:8]1([CH3:15])[O:9][CH2:10][CH:11]=[CH:12][CH2:13][O:14]1.[N:16]#[C:17][c:18]1[cH:19][cH:20][cH:21][cH:22][cH:23]1.[Na+:1].[Na+:2].[O-:3][C:4](=[O:5])[O-:6].[OH:24][OH:25]>>[O:3]1[CH:11]2[CH2:10][O:9][C:8]([CH3:7])([CH3:15])[O:14][CH2:13][CH:12]12. The product is S([C@H]1[C@H](O)[C@@H](O)[C@@H](O)[C@H](O1)CO)C1=CC=CC=C1 (phenyl 1-thio-β-D-galactopyranoside). Reaction conditions: time 1 hour. RXN SMILES: C([O:4][C@@H:5]1[C@@H:17]([O:18]C(=O)C)[C@@H:16]([O:22]C(=O)C)[C@@H:15]([CH2:26][O:27]C(=O)C)[O:14][C@H:6]1[S:7][C:8]1[CH:13]=[CH:12][CH:11]=[CH:10][CH:9]=1)(=O)C.C[O-].[Na+]>CO>[S:7]([C:8]1[CH:9]=[CH:10][CH:11]=[CH:12][CH:13]=1)[C@@H:6]1[O:14][C@H:15]([CH2:26][OH:27])[C@H:16]([OH:22])[C@H:17]([OH:18])[C@H:5]1[OH:4] |f:1.2|. Procedure: To 8 (31.7 g, 72.07 mmol, 1 eq) dissolved in dry MeOH (800 mL) under argon was added sodium methanolate (17.3 g, 302.7 mmol, 4.2 eq). After being stirred for 1 h, Amberlite IR 120 (300 g) was added and the mixture was stirred for 15 min up to pH=7. The solution was filtered through alumina. The cake was washed with MeOH (150 mL) and the organic layer was concentrated. The crude was engaged in the next step. Run in CO (MeOH). Reactants: C[O-].[Na+] (sodium methanolate), C(C)(=O)O[C@H]1[C@H](SC2=CC=CC=C2)O[C@@H]([C@@H]([C@@H]1OC(C)=O)OC(C)=O)COC(C)=O (phenyl 2,3,4,6-tetra-O-acetyl-1-thio-β-D-galactopyranoside), 120. Reactants: C(CC#N)#N (malononitrile), C[O-].[Na+] (sodium methoxide), FC(/C=C/C(=O)OC)(F)F (methyl 4,4,4-trifluorocrotonate). Run in CO (methanol). Yields the product COC=1NC(CC(C1C#N)C(F)(F)F)=O (2-Methoxy-6-oxo-4-(trifluoromethyl)-1,4,5,6-tetrahydropyridine-3-carbonitrile). RXN SMILES: [CH3:1][O-:2].[Na+].[C:4](#[N:8])[CH2:5][C:6]#[N:7].[F:9][C:10]([F:18])([F:17])/[CH:11]=[CH:12]/[C:13](OC)=[O:14]>CO>[CH3:1][O:2][C:6]1[NH:7][C:13](=[O:14])[CH2:12][CH:11]([C:10]([F:18])([F:17])[F:9])[C:5]=1[C:4]#[N:8] |f:0.1|. Procedure: With ice cooling, 7.47 g (138.39 mmol) of sodium methoxide in methanol (85 ml) were initially charged, and 6.04 g (91.44 mmol) of malononitrile were added. With stirring, 11.84 g (76.84 mmol) of methyl 4,4,4-trifluorocrotonate were then added dropwise, and the mixture was stirred at RT for 30 min and then heated at reflux for 1 h. Under reduced pressure, the mixture was then concentrated to dryness. Water was added to the residue, and the mixture was extracted four times with ethyl acetate. The ...